From a dataset of the Open Reaction Database (ORD), a public repository of structured organic reaction records. describe an organic reaction: reactants, conditions, products, and yield Starting materials: FC(C1=CC=C(C=C1)C1NCCC1)(F)F ((RS)-2-(4-trifluoromethyl-phenyl)-pyrrolidine), ClC1=CC=C(C=C1)S(=O)(=O)Cl (4-chloro-benzenesulfonyl chloride). The product is ClC1=CC=C(C=C1)S(=O)(=O)N1C(CCC1)C1=CC=C(C=C1)C(F)(F)F ((RS)-1-(4Chloro-benzenesulfonyl)-2-(4-trifluoromethyl-phenyl)-pyrrolidine). RXN SMILES: [F:1][C:2]([F:15])([F:14])[C:3]1[CH:8]=[CH:7][C:6]([CH:9]2[CH2:13][CH2:12][CH2:11][NH:10]2)=[CH:5][CH:4]=1.[Cl:16][C:17]1[CH:22]=[CH:21][C:20]([S:23](Cl)(=[O:25])=[O:24])=[CH:19][CH:18]=1>>[Cl:16][C:17]1[CH:22]=[CH:21][C:20]([S:23]([N:10]2[CH2:11][CH2:12][CH2:13][CH:9]2[C:6]2[CH:7]=[CH:8][C:3]([C:2]([F:1])([F:14])[F:15])=[CH:4][CH:5]=2)(=[O:25])=[O:24])=[CH:19][CH:18]=1. Reported procedure: The title compound, white solid, m.p. 107° C. and MS: m/e=369 (M+) was prepared in accordance with the general method of example 1e from (RS)-2-(4-trifluoromethyl-phenyl)-pyrrolidine and 4-chloro-benzenesulfonyl chloride. Starting materials: OCCC1=CC2=CC=CC=C2C=C1 (2-(2-hydroxy-ethyl)-naphthalene), BrN1C(CCC1=O)=O (N-bromo-succinimide). The solvent is C(C)#N (acetonitrile). Run at time 30 minute. Yields the product BrC1=C(C=CC2=CC=CC=C12)CCO (1-Bromo-2-(2-hydroxy-ethyl)naphthalene). Yield: 91.6%. As a reaction SMILES: [OH:1][CH2:2][CH2:3][C:4]1[CH:13]=[CH:12][C:11]2[C:6](=[CH:7][CH:8]=[CH:9][CH:10]=2)[CH:5]=1.[Br:14]N1C(=O)CCC1=O>C(#N)C>[Br:14][C:5]1[C:6]2[C:11](=[CH:10][CH:9]=[CH:8][CH:7]=2)[CH:12]=[CH:13][C:4]=1[CH2:3][CH2:2][OH:1]. Reported procedure: A solution of 2-(2-hydroxy-ethyl)-naphthalene (58.5 g, 0.34 mol) in anhydrous acetonitrile (500 mL) was treated with N-bromo-succinimide (66.5 g, 0.37 mol). The resulting solution was stirred at room temperature under a nitrogen atmosphere and protected from light for 30 minutes, then heated in an oil bath at 50° C. for 2 hours. After cooling to room temperature, the reaction mixture was evaporated under vacuum to a viscous oil. The oil in diethyl ether (350 mL) was washed with water (350 mL), d...